This data is from the Open Reaction Database (ORD), a public repository of structured organic reaction records. The task is: describe an organic reaction: reactants, conditions, products, and yield The reactants are O=C(Cl)CBr, CCCOc1ccccc1-c1nc2c(CCC)nn(C)c2c(=O)[nH]1, Cl[Al](Cl)Cl, ClCCl, O. Product: CCCOc1ccc(C(=O)CBr)cc1-c1nc2c(CCC)nn(C)c2c(=O)[nH]1. RXN SMILES: [Br:29][CH2:30][C:31](=[O:32])[Cl:33].[CH3:5][n:6]1[n:7][c:8]([CH2:26][CH2:27][CH3:28])[c:9]2[n:10][c:11](-[c:16]3[c:17]([O:22][CH2:23][CH2:24][CH3:25])[cH:18][cH:19][cH:20][cH:21]3)[nH:12][c:13](=[O:15])[c:14]12.[Cl:1][Al:2]([Cl:3])[Cl:4].[Cl:35][CH2:36][Cl:37].[OH2:34]>>[CH3:5][n:6]1[n:7][c:8]([CH2:26][CH2:27][CH3:28])[c:9]2[n:10][c:11](-[c:16]3[c:17]([O:22][CH2:23][CH2:24][CH3:25])[cH:18][cH:19][c:20]([C:31]([CH2:30][Br:29])=[O:32])[cH:21]3)[nH:12][c:13](=[O:15])[c:14]12. Starting materials: C(#N)C=1C=CC2=C(CN(CCO2)C(=O)OC(C)(C)C)C1 (1,1-dimethylethyl 7-cyano-2,3-dihydro-1,4-benzoxazepine-4(5H)-carboxylate), Cl.NO (hydroxylamine hydrochloride), C([O-])(O)=O.[Na+] (sodium bicarbonate). Run in C(C)O (ethanol). Conditions: temperature 60 celsius. Yields the product ONC(C=1C=CC2=C(CN(CCO2)C(=O)OC(C)(C)C)C1)=N (1,1-Dimethylethyl 7-[(hydroxyamino)(imino)methyl]-2,3-dihydro-1,4-benzoxazepine-4(5H)-carboxylate). Yield: 78.4%. As a reaction SMILES: [C:1]([C:3]1[CH:4]=[CH:5][C:6]2[O:12][CH2:11][CH2:10][N:9]([C:13]([O:15][C:16]([CH3:19])([CH3:18])[CH3:17])=[O:14])[CH2:8][C:7]=2[CH:20]=1)#[N:2].Cl.[NH2:22][OH:23].C(=O)(O)[O-].[Na+]>C(O)C>[OH:23][NH:22][C:1](=[NH:2])[C:3]1[CH:4]=[CH:5][C:6]2[O:12][CH2:11][CH2:10][N:9]([C:13]([O:15][C:16]([CH3:17])([CH3:18])[CH3:19])=[O:14])[CH2:8][C:7]=2[CH:20]=1 |f:1.2,3.4|. Procedure details: A suspension of 1,1-dimethylethyl 7-cyano-2,3-dihydro-1,4-benzoxazepine-4(5H)-carboxylate (Preparation 74) (2.016 g, 7.35 mmol), hydroxylamine hydrochloride (1.021 g, 14.70 mmol) and sodium bicarbonate (3.09 g, 36.7 mmol) in ethanol (30 ml) was heated at 60° C. overnight. The grey solid was removed by filtration and the filtrate evaporated. The resulting residue was dissolved in EtOAc, washed with water (3×20 ml), dried (MgSO4) and evaporated to give the title compound (1.77 g) as a white solid.... The reactants are CCCN=C=O, CCCn1c(=O)c2[nH]c(C3(N)CCCC3)nc2n(CCC)c1=O, C1CCOC1. Product: CCCNC(=O)NC1(c2nc3c([nH]2)c(=O)n(CCC)c(=O)n3CCC)CCCC1. RXN SMILES: [CH2:24]([CH2:25][CH3:26])[N:27]=[C:28]=[O:29].[NH2:1][C:2]1([c:7]2[n:8][c:9]3[n:10]([CH2:21][CH2:22][CH3:23])[c:11](=[O:20])[n:12]([CH2:17][CH2:18][CH3:19])[c:13](=[O:16])[c:14]3[nH:15]2)[CH2:3][CH2:4][CH2:5][CH2:6]1.[O:30]1[CH2:31][CH2:32][CH2:33][CH2:34]1>>[NH:1]([C:2]1([c:7]2[n:8][c:9]3[n:10]([CH2:21][CH2:22][CH3:23])[c:11](=[O:20])[n:12]([CH2:17][CH2:18][CH3:19])[c:13](=[O:16])[c:14]3[nH:15]2)[CH2:3][CH2:4][CH2:5][CH2:6]1)[C:28]([NH:27][CH2:24][CH2:25][CH3:26])=[O:29]. Starting materials: Fc1ccc(CS)c(Cl)c1, CCOC(=O)C1=CCCCC1S(=O)(=O)Nc1ccc(F)cc1F. The product is CCOC(=O)C1=CCCCC1SCc1ccc(F)cc1Cl. As a reaction SMILES: [Cl:24][c:25]1[c:26]([CH2:32][SH:33])[cH:27][cH:28][c:29]([F:31])[cH:30]1.[F:1][c:2]1[cH:3][c:4]([F:5])[cH:6][cH:7][c:8]1[NH:9][S:10](=[O:11])(=[O:12])[CH:13]1[CH2:14][CH2:15][CH2:16][CH:17]=[C:18]1[C:19](=[O:20])[O:21][CH2:22][CH3:23]>>[S:10]([CH:13]1[CH2:14][CH2:15][CH2:16][CH:17]=[C:18]1[C:19](=[O:20])[O:21][CH2:22][CH3:23])[CH2:32][c:26]1[c:25]([Cl:24])[cH:30][c:29]([F:31])[cH:28][cH:27]1. Starting materials: C1=CC=CC=2NC3=CC=CC=C3C(C12)=O (9(10H) acridone), [OH-].[Na+] (sodium hydroxide), O (water), ClCC=CC1=CC=CC=C1 (chloromethylstyrene). Run in CS(=O)C (dimethyl sulfoxide), CO (methanol). Conditions: temperature 45 celsius, time 5 hour. Yields the product C(=CC1=CC=CC=C1)CN1C=2C=CC=CC2C(C2=CC=CC=C12)=O (10-[(styrenyl)methyl]-9-acridanone). RXN SMILES: [CH:1]1[C:14]2[C:13](=[O:15])[C:12]3[C:7](=[CH:8][CH:9]=[CH:10][CH:11]=3)[NH:6][C:5]=2[CH:4]=[CH:3][CH:2]=1.[OH-].[Na+].Cl[CH2:19][CH:20]=[CH:21][C:22]1[CH:27]=[CH:26][CH:25]=[CH:24][CH:23]=1.O>CS(C)=O.CO>[CH:20]([CH2:19][N:6]1[C:5]2[C:14](=[CH:1][CH:2]=[CH:3][CH:4]=2)[C:13](=[O:15])[C:12]2[CH:11]=[CH:10][CH:9]=[CH:8][C:7]1=2)=[CH:21][C:22]1[CH:27]=[CH:26][CH:25]=[CH:24][CH:23]=1 |f:1.2|. Procedure: In 84 g of dimethyl sulfoxide (manufactured by Wako Pure Chemical Industries, Ltd.) were dissolved 15 g of 9(10H) acridone (manufactured by Wako Pure Chemical Industries, Ltd.) and 3.4 g of sodium hydroxide (manufactured by Wako Pure Chemical Industries, Ltd.) and the resultant was heated at 45° C. Thereto was dropwise added 17.6 parts by weight of CMS-P (chloromethylstyrene, manufactured by AGC SEIMI CHEMICAL CO., LTD.) and the resultant was further heated and stirred at 50° C. for 5 hours. Thi... Starting materials: NC1=C(C#N)C=C(C=C1)CC(C)C (2-Amino-5-isobutylbenzonitrile), S(N)(=O)(=O)Cl (sulfamoyl chloride). Yields the product C(#N)C1=C(C=CC(=C1)CC(C)C)NS(=O)(=O)N (N-(2-Cyano-4-isobutylphenyl)sulfamide). RXN SMILES: [NH2:1][C:2]1[CH:9]=[CH:8][C:7]([CH2:10][CH:11]([CH3:13])[CH3:12])=[CH:6][C:3]=1[C:4]#[N:5].[S:14](Cl)(=[O:17])(=[O:16])[NH2:15]>>[C:4]([C:3]1[CH:6]=[C:7]([CH2:10][CH:11]([CH3:13])[CH3:12])[CH:8]=[CH:9][C:2]=1[NH:1][S:14]([NH2:15])(=[O:17])=[O:16])#[N:5]. Reported procedure: Prepared as in Example 77a from 2-Amino-5-isobutylbenzonitrile (Example 88b) and sulfamoyl chloride.